The task is: describe an organic reaction: reactants, conditions, products, and yield. This data is from the Open Reaction Database (ORD), a public repository of structured organic reaction records. Reactants: C(C)(C)(C)OC(N[C@@H]1C[C@H](C1)NC=1C2=C(N=C(N1)NC=1C=NN(C1)C)N(C=C2)COCC[Si](C)(C)C)=O (tert-butyl((trans)-3-((2-((1-methyl-1H-pyrazol-4-yl)amino)-7-((2-(trimethylsilyl)ethoxy)methyl)-7H-pyrrolo[2,3-d]pyrimidin-4-yl)amino)cyclobutyl)carbamate), Cl (HCl), O1CCOCC1 (1,4-dioxane). The solvent is C(Cl)Cl (DCM). Conditions: time 3.5 hour. The product is N[C@@H]1C[C@H](C1)NC=1C2=C(N=C(N1)NC=1C=NN(C1)C)N(C=C2)COCC[Si](C)(C)C (N4-((trans)-3-aminocyclobutyl)-N2-(1-methyl-1H-pyrazol-4-yl)-7-((2-(trimethylsilyl)ethoxy)methyl)-7H-pyrrolo[2,3-d]pyrimidine-2,4-diamine). The yield is 93.1%. Reaction SMILES: C(OC(=O)[NH:7][C@H:8]1[CH2:11][C@H:10]([NH:12][C:13]2[C:14]3[CH:28]=[CH:27][N:26]([CH2:29][O:30][CH2:31][CH2:32][Si:33]([CH3:36])([CH3:35])[CH3:34])[C:15]=3[N:16]=[C:17]([NH:19][C:20]3[CH:21]=[N:22][N:23]([CH3:25])[CH:24]=3)[N:18]=2)[CH2:9]1)(C)(C)C.Cl.O1CCOCC1>C(Cl)Cl>[NH2:7][C@H:8]1[CH2:9][C@H:10]([NH:12][C:13]2[C:14]3[CH:28]=[CH:27][N:26]([CH2:29][O:30][CH2:31][CH2:32][Si:33]([CH3:36])([CH3:35])[CH3:34])[C:15]=3[N:16]=[C:17]([NH:19][C:20]3[CH:21]=[N:22][N:23]([CH3:25])[CH:24]=3)[N:18]=2)[CH2:11]1. Procedure details: To tert-butyl((trans)-3-((2-((1-methyl-1H-pyrazol-4-yl)amino)-7-((2-(trimethylsilyl)ethoxy)methyl)-7H-pyrrolo[2,3-d]pyrimidin-4-yl)amino)cyclobutyl)carbamate (115 mg, 0.218 mmol) in DCM (5 mL) was added 4 N HCl in 1,4-dioxane (0.3 mL, 1.2 mmol). The reaction was allowed to stir at rt for 3.5 hrs and then quenched with saturated aqueous NaHCO3 (2 mL). DCM (10 mL) was added and the DCM extract was dried over MgSO4, filtered and concentrated to afford the title compound (87 mg, 93% yield) as a tan ... Reactants: [Al+3], C1CCOC1, COC(=O)CC1(C(C)C)OCCO1, [H-], [H-], [H-], [H-], [Li+]. Product: CC(C)C1(CCO)OCCO1. RXN SMILES: [Al+3:2].[CH2:20]1[O:21][CH2:22][CH2:23][CH2:24]1.[CH:7]([CH3:8])([CH3:9])[C:10]1([CH2:15][C:16](=[O:17])[O:18][CH3:19])[O:11][CH2:12][CH2:13][O:14]1.[H-:1].[H-:4].[H-:5].[H-:6].[Li+:3]>>[CH:7]([CH3:8])([CH3:9])[C:10]1([CH2:15][CH2:16][OH:17])[O:11][CH2:12][CH2:13][O:14]1. Reported procedure: 3(a) 14 g of benzyl 1-(2,4-dimethoxybenzyl)-3-[(R)-1-hydroxyethyl]-2-oxoazetidine-4-carboxylate [which had been synthesized according to a procedure similar to that described in Tetrahedron 46, 1795 (1984)] were dissolved in a mixture of 420 ml of acetonitrile and 420 ml of water. 66.1 g of potassium persulfate and 23.3 g of dibasic potassium phosphate were added to the solution, and the mixture was stirred at 70° C. for 60 minutes. At the end of this time, insoluble materials were filtered off,... Solvent: C(C)#N (acetonitrile), O (water). Conditions: temperature 70 celsius, time 60 minute. As a reaction SMILES: COC1C=C(OC)C=CC=1C[N:6]1[CH:9]([C:10]([O:12][CH2:13][C:14]2[CH:19]=[CH:18][CH:17]=[CH:16][CH:15]=2)=[O:11])[CH:8]([C@H:20]([OH:22])[CH3:21])[C:7]1=[O:23].S(OOS([O-])(=O)=O)([O-])(=O)=O.[K+].[K+].P([O-])([O-])([O-])=O.[K+].[K+].[K+]>C(#N)C.O>[OH:22][C@@H:20]([CH:8]1[CH:9]([C:10]([O:12][CH2:13][C:14]2[CH:19]=[CH:18][CH:17]=[CH:16][CH:15]=2)=[O:11])[NH:6][C:7]1=[O:23])[CH3:21] |f:1.2.3,4.5.6.7|. Starting materials: 3(a), COC1=C(CN2C(C(C2C(=O)OCC2=CC=CC=C2)[C@@H](C)O)=O)C=CC(=C1)OC (benzyl 1-(2,4-dimethoxybenzyl)-3-[(R)-1-hydroxyethyl]-2-oxoazetidine-4-carboxylate), S(=O)(=O)([O-])OOS(=O)(=O)[O-].[K+].[K+] (potassium persulfate), P(=O)([O-])([O-])[O-].[K+].[K+].[K+] (potassium phosphate). The product is O[C@H](C)C1C(NC1C(=O)OCC1=CC=CC=C1)=O (benzyl 3-[(R)-1-hydroxyethyl]-2-oxoazetidine-4-carboxylate). Reactants: [Br-], CCOC(=O)CBr, CCCC[N+](CCCC)(CCCC)CCCC, O=c1[nH]c2cc(Cl)ccc2cc1-c1ccccc1, [K+], C1CCOC1, [OH-], O=S(=O)(O)O. Yields the product CCOC(=O)Cn1c(=O)c(-c2ccccc2)cc2ccc(Cl)cc21. RXN SMILES: [Br-:33].[CH2:19]([CH3:20])[O:21][C:22]([CH2:23][Br:24])=[O:25].[CH3:34][CH2:35][CH2:36][CH2:37][N+:38]([CH2:39][CH2:40][CH2:41][CH3:42])([CH2:43][CH2:44][CH2:45][CH3:46])[CH2:47][CH2:48][CH2:49][CH3:50].[Cl:1][c:2]1[cH:3][cH:4][c:5]2[cH:6][c:7](-[c:13]3[cH:14][cH:15][cH:16][cH:17][cH:18]3)[c:8](=[O:12])[nH:9][c:10]2[cH:11]1.[K+:27].[O:51]1[CH2:52][CH2:53][CH2:54][CH2:55]1.[OH-:26].[S:28](=[O:29])(=[O:30])([OH:31])[OH:32]>>[Cl:1][c:2]1[cH:3][cH:4][c:5]2[cH:6][c:7](-[c:13]3[cH:14][cH:15][cH:16][cH:17][cH:18]3)[c:8](=[O:12])[n:9]([CH2:23][C:22]([O:21][CH2:19][CH3:20])=[O:25])[c:10]2[cH:11]1. Starting materials: C(CCC)[Li] (n-butyl lithium), S1C(=CC=C1)C=1SC=CC1 (2,2′-Bithiophene), C1=CC=C(C=C1)S(=O)(=O)N(F)S(=O)(=O)C2=CC=CC=C2 (N-fluorobenzenesulfonimide). The solvent is O1CCCC1 (tetrahydrofuran). Reaction conditions: temperature 0 celsius, time 30 minute. Product: FC1=CC=C(S1)C=1SC=CC1 (2-(5-fluoro-2-thienyl)thiophene). Isolated yield 71.8%. RXN SMILES: [S:1]1[CH:5]=[CH:4][CH:3]=[C:2]1[C:6]1[S:7][CH:8]=[CH:9][CH:10]=1.C([Li])CCC.C1C=CC(S(N(S(C2C=CC=CC=2)(=O)=O)[F:26])(=O)=O)=CC=1>O1CCCC1>[F:26][C:5]1[S:1][C:2]([C:6]2[S:7][CH:8]=[CH:9][CH:10]=2)=[CH:3][CH:4]=1. Procedure details: 2,2′-Bithiophene (7.40 g) in tetrahydrofuran (90 ml) was cooled to −78° C. under argon atmosphere, and thereto were added dropwise n-butyl lithium (1.59 M hexane solution, 28.0 ml). The mixture was stirred at 0° C. for one 30 minutes, and cooled again to −78° C. Added thereto was N-fluorobenzenesulfonimide (15.5 g), and the mixture was gradually warmed, and stirred at room temperature for 17 hours. The reaction mixture was poured into ice-cold water, and the solution was extracted with hexane tw...